From a dataset of the Open Reaction Database (ORD), a public repository of structured organic reaction records. describe an organic reaction: reactants, conditions, products, and yield As a reaction SMILES: [Na].[C:2](O)(=O)C.C[N:7]1[CH:13]2[CH2:14][C:15](=[N:17]O)[CH2:16][CH:8]1[CH2:9][CH2:10][CH2:11][CH2:12]2>>[CH3:2][NH:17][CH:15]1[CH2:14][CH:13]2[NH:7][CH:8]([CH2:9][CH2:10][CH2:11][CH2:12]2)[CH2:16]1 |f:1.2,^1:0|. Reported procedure: 15 g of sodium are reacted in analogous manner to that disclosed below in Example (j) with 9.69 g 10-methyl-10-azabicyclo[4.3.1]decan-8-one oxime acetate [m.pt. 253°-253.5° C. prepared in analogous manner to that disclosed in Example A-lb] giving an oil bpt 105°/0.9 mm working up in conventional manner. The reactants are [Na] (sodium), C(C)(=O)O.CN1C2CCCCC1CC(C2)=NO (10-methyl-10-azabicyclo[4.3.1]decan-8-one oxime acetate). Product: CNC1CC2CCCCC(C1)N2 (N-methyl-10-aza-bicyclo[4.3.1]dec-8-ylamine). RXN SMILES: [CH3:1][O:2][C:3]([c:4]1[c:5]([CH2:10][Br:11])[cH:6][cH:7][cH:8][cH:9]1)=[O:12].[CH3:34][CH2:35][O:36][C:37](=[O:38])[CH3:39].[CH3:40][c:41]1[cH:42][cH:43][cH:44][cH:45][cH:46]1.[CH3:47][CH2:48][CH2:49][CH2:50][CH2:51][CH3:52].[F:13][C:14]([O:15][c:16]1[cH:17][cH:18][c:19]([CH2:22][CH2:23][CH2:24][NH2:25])[cH:20][cH:21]1)([F:26])[F:27].[K+:28].[K+:29].[O-:30][C:31]([O-:32])=[O:33]>>[C:3]1(=[O:12])[c:4]2[c:5]([cH:6][cH:7][cH:8][cH:9]2)[CH2:10][N:25]1[CH2:24][CH2:23][CH2:22][c:19]1[cH:18][cH:17][c:16]([O:15][C:14]([F:13])([F:26])[F:27])[cH:21][cH:20]1. The reactants are COC(=O)c1ccccc1CBr, CCOC(C)=O, Cc1ccccc1, CCCCCC, NCCCc1ccc(OC(F)(F)F)cc1, [K+], [K+], O=C([O-])[O-]. Product: O=C1c2ccccc2CN1CCCc1ccc(OC(F)(F)F)cc1. The reactants are N1N=CC=C1 (pyrazole), ClC1=C(SC=2N=CN=C(C21)NCC2=CC(=CC=C2)[N+](=O)[O-])C (5-chloro-6-methyl-4-(3-nitrobenzylamino)-thieno-[2,3-d]-pyrimidine). The product is N1(N=CC=C1)C=1N=C(C2=C(N1)SC(=C2)C)NCC2=CC(=CC=C2)[N+](=O)[O-] (2-(pyrazol-1-yl)-6-methyl-4-(3-nitrobenzylamino)-thieno-[2,3-d]-pyrimidine). Reaction SMILES: [NH:1]1[CH:5]=[CH:4][CH:3]=[N:2]1.Cl[C:7]1[C:15]2[C:14]([NH:16][CH2:17][C:18]3[CH:23]=[CH:22][CH:21]=[C:20]([N+:24]([O-:26])=[O:25])[CH:19]=3)=[N:13][CH:12]=[N:11][C:10]=2[S:9][C:8]=1[CH3:27]>>[N:1]1([C:12]2[N:13]=[C:14]([NH:16][CH2:17][C:18]3[CH:23]=[CH:22][CH:21]=[C:20]([N+:24]([O-:26])=[O:25])[CH:19]=3)[C:15]3[CH:7]=[C:8]([CH3:27])[S:9][C:10]=3[N:11]=2)[CH:5]=[CH:4][CH:3]=[N:2]1. Reported procedure: Following the procedure of Example 97, the reaction of pyrazole with 5-chloro-6-methyl-4-(3-nitrobenzylamino)-thieno-[2,3-d]-pyrimidine gives 2-(pyrazol-1-yl)-6-methyl-4-(3-nitrobenzylamino)-thieno-[2,3-d]-pyrimidine. Reactants: C(C)OC1=C(C=C(C=C1)C(C)=O)[N+](=O)[O-] (4′-ethoxy-3′-nitroacetophenone), C1(=CC=C(C=C1)S(=O)(=O)[O-])C.C(C1=CC=CC=C1)N1[CH2+](SC(C1=O)=C1SC2=C(N1C)C=CC=C2)SC (3-benzyl-5-(3-methyl-3H-benzothiazol-2-ylidene)-2-methylthio-4-oxo-2-thiazolium p-toluenesulfonate). Product: C(C)(=O)C=1C=CC(=C(C1)N=C1SC(C(N1CC1=CC=CC=C1)=O)=C1SC2=C(N1C)C=CC=C2)OCC (2-(5-acetyl-2-ethoxyphenylimino)-3-benzyl-5-(3-methyl-3H-benzothiazol-2-ylidene)thiazolidin-4-one). Reaction SMILES: [CH2:1]([O:3][C:4]1[CH:9]=[CH:8][C:7]([C:10](=[O:12])[CH3:11])=[CH:6][C:5]=1[N+:13]([O-])=O)[CH3:2].C1(C)C=CC(S([O-])(=O)=O)=CC=1.[CH2:27]([N:34]1[C:38](=[O:39])[C:37](=[C:40]2[N:44]([CH3:45])[C:43]3[CH:46]=[CH:47][CH:48]=[CH:49][C:42]=3[S:41]2)[S:36][CH2+:35]1SC)[C:28]1[CH:33]=[CH:32][CH:31]=[CH:30][CH:29]=1>>[C:10]([C:7]1[CH:8]=[CH:9][C:4]([O:3][CH2:1][CH3:2])=[C:5]([N:13]=[C:35]2[N:34]([CH2:27][C:28]3[CH:29]=[CH:30][CH:31]=[CH:32][CH:33]=3)[C:38](=[O:39])[C:37](=[C:40]3[N:44]([CH3:45])[C:43]4[CH:46]=[CH:47][CH:48]=[CH:49][C:42]=4[S:41]3)[S:36]2)[CH:6]=1)(=[O:12])[CH3:11] |f:1.2|. Procedure: In a manner similar to Example 30, intermediate 4′-ethoxy-3′-nitroacetophenone was hydrogenated and then condensed with 3-benzyl-5-(3-methyl-3H-benzothiazol-2-ylidene)-2-methylthio-4-oxo-2-thiazolium p-toluenesulfonate to afford the title compound. 1H-NMR (CDCl3): δ 7.77 (1H, dd), 7.64–7.68 (2H, m), 7.61 (1H, d), 7.48 (1H, m), 7.25–7.36 (4H, m), 7.15 (1H, m), 6.99 (1H, d), 6.98 (1H, d), 5.20 (2H, s), 4.11 (2H, q), 3.69 (3H, s), 2.57 (3H, s), 1.43 (3H, t); MS(ESI): 516 (MH+). The reactants are B, O=C([O-])[O-], COCC(=O)Cl, CO, Cl[Ni]Cl, Cl, [K+], [K+], O=C(O)C1(c2ccc([N+](=O)[O-])cc2)CCCC1, [Na], C1CCOC1, O, c1ccc(P(c2ccccc2)c2ccccc2)cc1. Product: COCC(=O)Nc1ccc(C2(C(=O)O)CCCC2)cc1. RXN SMILES: [BH3:37].[C:40](=[O:41])([O-:42])[O-:43].[CH3:46][O:47][CH2:48][C:49](=[O:50])[Cl:51].[CH3:61][OH:62].[Cl:53][Ni:54][Cl:55].[ClH:39].[K+:44].[K+:45].[N+:20]([O-:21])(=[O:22])[c:23]1[cH:24][cH:25][c:26]([C:29]2([C:34](=[O:35])[OH:36])[CH2:30][CH2:31][CH2:32][CH2:33]2)[cH:27][cH:28]1.[Na:38].[O:56]1[CH2:57][CH2:58][CH2:59][CH2:60]1.[OH2:52].[c:1]1([P:2]([c:3]2[cH:4][cH:5][cH:6][cH:7][cH:8]2)[c:9]2[cH:10][cH:11][cH:12][cH:13][cH:14]2)[cH:15][cH:16][cH:17][cH:18][cH:19]1>>[NH:20]([c:23]1[cH:24][cH:25][c:26]([C:29]2([C:34](=[O:35])[OH:36])[CH2:30][CH2:31][CH2:32][CH2:33]2)[cH:27][cH:28]1)[C:49]([CH2:48][O:47][CH3:46])=[O:50].